Dataset: the Open Reaction Database (ORD), a public repository of structured organic reaction records. Task: describe an organic reaction: reactants, conditions, products, and yield The reactants are CCOC(C)=O, CN1CCCC1=O, Cl, N#C[Cu], [NH4+], [OH-], CCOC(=O)c1nc(I)c2c(-c3ccc(OC)cc3)noc2c1O. As a reaction SMILES: [CH3:31][CH2:32][O:33][C:34]([CH3:35])=[O:36].[CH3:37][N:38]1[CH2:39][CH2:40][CH2:41][C:42]1=[O:43].[ClH:30].[Cu:25][C:26]#[N:27].[NH4+:28].[OH-:29].[OH:1][c:2]1[c:3]2[c:4]([c:5]([I:13])[n:6][c:7]1[C:8](=[O:9])[O:10][CH2:11][CH3:12])[c:14](-[c:17]1[cH:18][cH:19][c:20]([O:23][CH3:24])[cH:21][cH:22]1)[n:15][o:16]2>>[OH:1][c:2]1[c:3]2[c:4]([c:5]([C:26]#[N:27])[n:6][c:7]1[C:8](=[O:9])[O:10][CH2:11][CH3:12])[c:14](-[c:17]1[cH:18][cH:19][c:20]([O:23][CH3:24])[cH:21][cH:22]1)[n:15][o:16]2. Yields the product CCOC(=O)c1nc(C#N)c2c(-c3ccc(OC)cc3)noc2c1O.